From a dataset of the Open Reaction Database (ORD), a public repository of structured organic reaction records. describe an organic reaction: reactants, conditions, products, and yield Starting materials: Cc1ccc(S(=O)(=O)n2cc(C3CC3C=O)c3cc(C#N)ccc32)cc1, CC(=O)O[BH-](OC(C)=O)OC(C)=O, CNC, CCO, [Na+]. Yields the product Cc1ccc(S(=O)(=O)n2cc(C3CC3CN(C)C)c3cc(C#N)ccc32)cc1. Reaction SMILES: [C:1](#[N:2])[c:3]1[cH:4][c:5]2[c:6]([CH:22]3[CH:23]([CH:25]=[O:26])[CH2:24]3)[cH:7][n:8]([S:12](=[O:13])(=[O:14])[c:15]3[cH:16][cH:17][c:18]([CH3:21])[cH:19][cH:20]3)[c:9]2[cH:10][cH:11]1.[C:30]([O:31][BH-:32]([O:33][C:34](=[O:35])[CH3:36])[O:37][C:38](=[O:39])[CH3:40])(=[O:41])[CH3:42].[CH3:27][NH:28][CH3:29].[CH3:44][CH2:45][OH:46].[Na+:43]>>[C:1](#[N:2])[c:3]1[cH:4][c:5]2[c:6]([CH:22]3[CH:23]([CH2:25][N:28]([CH3:27])[CH3:29])[CH2:24]3)[cH:7][n:8]([S:12](=[O:13])(=[O:14])[c:15]3[cH:16][cH:17][c:18]([CH3:21])[cH:19][cH:20]3)[c:9]2[cH:10][cH:11]1. The reactants are CCOC(C)=O, Cl, O, CC(CC(Cc1ccc(-c2ccccc2)cc1)NC(=O)OC(C)(C)C)C(=O)O. Product: Cl, CC(CC(N)Cc1ccc(-c2ccccc2)cc1)C(=O)O. Reaction SMILES: [CH3:31][CH2:32][O:33][C:34](=[O:35])[CH3:36].[ClH:1].[OH2:2].[c:3]1(-[c:25]2[cH:26][cH:27][cH:28][cH:29][cH:30]2)[cH:4][cH:5][c:6]([CH2:9][CH:10]([CH2:11][CH:12]([C:13](=[O:14])[OH:15])[CH3:16])[NH:17][C:18]([O:19][C:20]([CH3:21])([CH3:22])[CH3:23])=[O:24])[cH:7][cH:8]1>>[ClH:1].[c:3]1(-[c:25]2[cH:26][cH:27][cH:28][cH:29][cH:30]2)[cH:4][cH:5][c:6]([CH2:9][CH:10]([CH2:11][CH:12]([C:13](=[O:14])[OH:15])[CH3:16])[NH2:17])[cH:7][cH:8]1. The product is C(C)(=O)OC1C(OC(C1OCC1=CC=CC=C1)(C=C)C(O[SiH2]C(C)(C)C)(C1=CC=CC=C1)C1=CC=CC=C1)OC(C)=O (Acetic acid 3-acetoxy-4-benzyloxy-5-(tert-butyl-diphenyl-silanyloxymethyl)-5-vinyl-tetrahydro-furan-2-yl ester). The reactants are C(C1=CC=CC=C1)OC1C(OC2OC(OC21)(C)C)(C=C)CO[Si](C2=CC=CC=C2)(C2=CC=CC=C2)C(C)(C)C ((6-Benzyloxy-2,2-dimethyl-5-vinyl-tetrahydro-furo[2,3-d][1,3]dioxol-5-ylmethoxy)-tert-butyl-diphenyl-silane), C(C)(=O)OC(C)=O (acetic acid anhydride), OS(=O)(=O)O (H2SO4), C(C)(=O)O (Acetic acid). Reported procedure: A flask was charged with (6-Benzyloxy-2,2-dimethyl-5-vinyl-tetrahydro-furo[2,3-d][1,3]dioxol-5-ylmethoxy)-tert-butyl-diphenyl-silane, Acetic acid, acetic acid anhydride, and H2SO4. The reaction was stirred, extracted, and the solvent was evaporated to provide the titled compound in 85% yield. Isolated yield 85.0%. Reaction SMILES: [CH2:1]([O:8][CH:9]1[CH:16]2[CH:12]([O:13][C:14]([CH3:18])(C)[O:15]2)[O:11][C:10]1([CH2:21][O:22][Si:23]([C:36]([CH3:39])([CH3:38])[CH3:37])(C1C=CC=CC=1)C1C=CC=CC=1)[CH:19]=[CH2:20])[C:2]1[CH:7]=[CH:6][CH:5]=[CH:4][CH:3]=1.C([O:43][C:44](=[O:46])[CH3:45])(=O)C.OS(O)(=O)=O.[C:52](O)(=O)[CH3:53]>>[C:44]([O:43][CH:16]1[CH:9]([O:8][CH2:1][C:2]2[CH:3]=[CH:4][CH:5]=[CH:6][CH:7]=2)[C:10]([C:21]([C:53]2[CH:52]=[CH:19][CH:10]=[CH:9][CH:16]=2)([C:2]2[CH:7]=[CH:6][CH:5]=[CH:4][CH:3]=2)[O:22][SiH2:23][C:36]([CH3:37])([CH3:39])[CH3:38])([CH:19]=[CH2:20])[O:11][CH:12]1[O:13][C:14](=[O:15])[CH3:18])(=[O:46])[CH3:45]. Reactants: NC=1C(=C(C=CC1)C1=CN=C(C=2NC3=CC(=CC=C3C21)Br)C(=O)N)C (4-(3-amino-2-methylphenyl)-7-bromo-9H-pyrido[3,4-b]indole-1-carboxamide), N1C(OC(C2=C1C=CC=C2)=O)=O (1H-benzo[d][1,3]oxazine-2,4-dione), [N+](=O)([O-])O[La](O[N+](=O)[O-])O[N+](=O)[O-] (tris(nitrooxy)lanthanum), COC(OC)OC (trimethoxymethane). The solvent is C(C)(=O)OCC.CCCCCC (ethyl acetate hexane), O1CCCC1 (tetrahydrofuran), C(C)(=O)OCC (ethyl acetate). Reaction conditions: temperature 90 celsius. Yields the product BrC1=CC=C2C3=C(NC2=C1)C(=NC=C3C3=C(C(=CC=C3)N3C=NC1=CC=CC=C1C3=O)C)C(=O)N (7-Bromo-4-(2-methyl-3-(4-oxoquinazolin-3(4H)-yl)phenyl)-9H-pyrido[3,4-b]indole-1-carboxamide). Yield: 61.5%. As a reaction SMILES: [NH2:1][C:2]1[C:3]([CH3:25])=[C:4]([C:8]2[C:20]3[C:19]4[C:14](=[CH:15][C:16]([Br:21])=[CH:17][CH:18]=4)[NH:13][C:12]=3[C:11]([C:22]([NH2:24])=[O:23])=[N:10][CH:9]=2)[CH:5]=[CH:6][CH:7]=1.[NH:26]1[C:31]2[CH:32]=[CH:33][CH:34]=[CH:35][C:30]=2[C:29](=O)[O:28][C:27]1=O.[N+](O[La](O[N+]([O-])=O)O[N+]([O-])=O)([O-])=O.COC(OC)OC>O1CCCC1.C(OCC)(=O)C.C(OCC)(=O)C.CCCCCC>[Br:21][C:16]1[CH:15]=[C:14]2[C:19]([C:20]3[C:8]([C:4]4[CH:5]=[CH:6][CH:7]=[C:2]([N:1]5[C:29](=[O:28])[C:30]6[C:31](=[CH:32][CH:33]=[CH:34][CH:35]=6)[N:26]=[CH:27]5)[C:3]=4[CH3:25])=[CH:9][N:10]=[C:11]([C:22]([NH2:24])=[O:23])[C:12]=3[NH:13]2)=[CH:18][CH:17]=1 |f:6.7|. Reported procedure: A mixture of 4-(3-amino-2-methylphenyl)-7-bromo-9H-pyrido[3,4-b]indole-1-carboxamide (0.243 g, 0.615 mmol), 1H-benzo[d][1,3]oxazine-2,4-dione (0.251 g, 1.537 mmol), tris(nitrooxy)lanthanum, 6H2O (0.080 g, 0.184 mmol), and trimethoxymethane (2.020 mL, 18.44 mmol) in tetrahydrofuran (2 mL) was heated at 90° C. for 16 hr. The mixture was diluted with ethyl acetate (120 mL), washed with water (2×30 mL) and brine (30 mL), and dried over anhydrous MgSO4. The desired product (0.198 g, 0.378 mmol, 61.4%... Reactants: S1C(=NC=C1)N (1,3-thiazol-2-amine), C(=O)(Cl)Cl (phosgene), Cl.CN1CCN(CC1)C1=NC(=NC(=C1)C1=CC=C2CCNCC2=C1)N (4-(4-methylpiperazin-1-yl)-6-(1,2,3,4-tetrahydroisoquinolin-7-yl)pyrimidin-2-amine HCl salt). Product: NC1=NC(=CC(=N1)C1=CC=C2CCN(CC2=C1)C(=O)NC=1SC=CN1)N1CCN(CC1)C (7-[2-Amino-6-(4-methylpiperazin-1-yl)pyrimidin-4-yl]-N-1,3-thiazol-2-yl-3,4-dihydroisoquinoline-2(1H)-carboxamide). RXN SMILES: [S:1]1[CH:5]=[CH:4][N:3]=[C:2]1[NH2:6].[C:7](Cl)(Cl)=[O:8].Cl.[CH3:12][N:13]1[CH2:18][CH2:17][N:16]([C:19]2[CH:24]=[C:23]([C:25]3[CH:34]=[C:33]4[C:28]([CH2:29][CH2:30][NH:31][CH2:32]4)=[CH:27][CH:26]=3)[N:22]=[C:21]([NH2:35])[N:20]=2)[CH2:15][CH2:14]1>>[NH2:35][C:21]1[N:22]=[C:23]([C:25]2[CH:34]=[C:33]3[C:28]([CH2:29][CH2:30][N:31]([C:7]([NH:6][C:2]4[S:1][CH:5]=[CH:4][N:3]=4)=[O:8])[CH2:32]3)=[CH:27][CH:26]=2)[CH:24]=[C:19]([N:16]2[CH2:15][CH2:14][N:13]([CH3:12])[CH2:18][CH2:17]2)[N:20]=1 |f:2.3|. Procedure details: This compound was prepared by using procedures analogous to those described for the synthesis of Example 40 starting from 1,3-thiazol-2-amine (Aldrich, Cat. #123129), phosgene and 4-(4-methylpiperazin-1-yl)-6-(1,2,3,4-tetrahydroisoquinolin-7-yl)pyrimidin-2-amine HCl salt. Analytic LCMS (M+H)+: m/z=451.1. Product: COc1nc(C)cnc1N. As a reaction SMILES: [CH3:10][O-:11].[CH3:14][OH:15].[NH2:1][c:2]1[n:3][cH:4][c:5]([CH3:9])[n:6][c:7]1[Br:8].[Na+:12].[Na:13]>>[NH2:1][c:2]1[n:3][cH:4][c:5]([CH3:9])[n:6][c:7]1[O:11][CH3:10]. Reactants: C[O-], CO, Cc1cnc(N)c(Br)n1, [Na+], [Na]. The reactants are C1CCOC1, CCN(C(C)C)C(C)C, COc1cccc2c1nc(C(F)F)n2-c1nc(Cl)nc(N2CCOCC2)n1, CC(C)(C)OC(=O)N1CCNCC1. Product: COc1cccc2c1nc(C(F)F)n2-c1nc(N2CCOCC2)nc(N2CCN(C(=O)OC(C)(C)C)CC2)n1. Reaction SMILES: [CH2:50]1[O:51][CH2:52][CH2:53][CH2:54]1.[CH:41]([N:42]([CH2:43][CH3:44])[CH:45]([CH3:46])[CH3:47])([CH3:48])[CH3:49].[Cl:1][c:2]1[n:3][c:4](-[n:14]2[c:15]([CH:25]([F:26])[F:27])[n:16][c:17]3[c:18]2[cH:19][cH:20][cH:21][c:22]3[O:23][CH3:24])[n:5][c:6]([N:8]2[CH2:9][CH2:10][O:11][CH2:12][CH2:13]2)[n:7]1.[N:28]1([C:34](=[O:35])[O:36][C:37]([CH3:38])([CH3:39])[CH3:40])[CH2:29][CH2:30][NH:31][CH2:32][CH2:33]1>>[c:2]1([N:31]2[CH2:30][CH2:29][N:28]([C:34](=[O:35])[O:36][C:37]([CH3:38])([CH3:39])[CH3:40])[CH2:33][CH2:32]2)[n:3][c:4](-[n:14]2[c:15]([CH:25]([F:26])[F:27])[n:16][c:17]3[c:18]2[cH:19][cH:20][cH:21][c:22]3[O:23][CH3:24])[n:5][c:6]([N:8]2[CH2:9][CH2:10][O:11][CH2:12][CH2:13]2)[n:7]1.